From a dataset of the Open Reaction Database (ORD), a public repository of structured organic reaction records. describe an organic reaction: reactants, conditions, products, and yield Reaction SMILES: [Br:23][CH2:24][C:25]([O:26][C:27]([CH3:28])([CH3:29])[CH3:30])=[O:31].[CH3:62][CH2:63][OH:64].[ClH:32].[H:60][H:61].[N:1](=[N+:2]=[N-:3])[CH:4]1[CH2:5][CH:6]([CH2:21][CH3:22])[N:7]([c:9]2[cH:10][n:11][c:12]3[n:13]2[c:14]2[c:15]([n:16][cH:17]3)[nH:18][cH:19][cH:20]2)[CH2:8]1.[N:33]([CH:34]1[CH2:35][NH:36][CH:37]([CH3:38])[CH2:39]1)=[N+:40]=[N-:41].[N:42]([CH:43]1[CH2:44][N:45]([C:46]([O:47][C:48]([CH3:49])([CH3:50])[CH3:51])=[O:52])[CH:53]([CH3:54])[CH2:55]1)=[N+:56]=[N-:57].[Na+:59].[OH-:58].[OH-:65].[OH-:67].[Pd+2:66]>>[NH2:1][CH:4]1[CH2:5][CH:6]([CH2:21][CH3:22])[N:7]([c:9]2[cH:10][n:11][c:12]3[n:13]2[c:14]2[c:15]([n:16][cH:17]3)[nH:18][cH:19][cH:20]2)[CH2:8]1. The reactants are CC(C)(C)OC(=O)CBr, CCO, Cl, [H][H], CCC1CC(N=[N+]=[N-])CN1c1cnc2cnc3[nH]ccc3n12, CC1CC(N=[N+]=[N-])CN1, CC1CC(N=[N+]=[N-])CN1C(=O)OC(C)(C)C, [Na+], [OH-], [OH-], [OH-], [Pd+2]. The product is CCC1CC(N)CN1c1cnc2cnc3[nH]ccc3n12.